From a dataset of the Open Reaction Database (ORD), a public repository of structured organic reaction records. describe an organic reaction: reactants, conditions, products, and yield The reactants are O=C(Cl)c1ccccc1, CC(C)=O, [Na+], [OH-], O=C(O)C1CSCN1. Product: O=C(O)C1CSCN1C(=O)c1ccccc1. Reaction SMILES: [C:11]([c:12]1[cH:13][cH:14][cH:15][cH:16][cH:17]1)(=[O:18])[Cl:19].[CH3:20][C:21](=[O:22])[CH3:23].[Na+:10].[OH-:9].[S:1]1[CH2:2][NH:3][CH:4]([C:6](=[O:7])[OH:8])[CH2:5]1>>[S:1]1[CH2:2][N:3]([C:11]([c:12]2[cH:13][cH:14][cH:15][cH:16][cH:17]2)=[O:18])[CH:4]([C:6](=[O:7])[OH:8])[CH2:5]1. Starting materials: O, O=C(C=NO)Nc1ccc2c(c1)CCC2, O=S(=O)(O)O. The product is O=C1Nc2cc3c(cc2C1=O)CCC3. Reaction SMILES: [OH2:21].[OH:1][N:2]=[CH:3][C:4](=[O:5])[NH:6][c:7]1[cH:8][c:9]2[c:13]([cH:14][cH:15]1)[CH2:12][CH2:11][CH2:10]2.[S:16]([OH:17])(=[O:18])(=[O:19])[OH:20]>>[C:3]1(=[O:17])[C:4](=[O:5])[NH:6][c:7]2[cH:8][c:9]3[c:13]([cH:14][c:15]21)[CH2:12][CH2:11][CH2:10]3. Starting materials: [BH4-].[Na+] (NaBH4), N1(CCCC1)CCCCN (4-pyrrolidin-1-yl-butylamine), CC=1C(=NC=C(C1)C)C=O (3,5-dimethyl-pyridine-2-carbaldehyde), C(=O)([O-])[O-].[K+].[K+] (K2CO3). Solvent: CO (MeOH), O (Water). Run at temperature 0 celsius, time 20 hour. Yields the product CC=1C(=NC=C(C1)C)CNCCCCN1CCCC1 ((3,5-dimethyl-pyridin-2-ylmethyl)-(4-pyrrolidin-1-yl-butyl)-amine). Yield: 33.1%. Reaction SMILES: [N:1]1([CH2:6][CH2:7][CH2:8][CH2:9][NH2:10])[CH2:5][CH2:4][CH2:3][CH2:2]1.[CH3:11][C:12]1[C:13]([CH:19]=O)=[N:14][CH:15]=[C:16]([CH3:18])[CH:17]=1.C([O-])([O-])=O.[K+].[K+].[BH4-].[Na+]>CO.O>[CH3:11][C:12]1[C:13]([CH2:19][NH:10][CH2:9][CH2:8][CH2:7][CH2:6][N:1]2[CH2:5][CH2:4][CH2:3][CH2:2]2)=[N:14][CH:15]=[C:16]([CH3:18])[CH:17]=1 |f:2.3.4,5.6|. Procedure details: A mixture of 4-pyrrolidin-1-yl-butylamine (0.180 g, 1.27 mmol) (Seguin, H. et al. Synth. Commun. 1998, 28, 4257-4272), 3,5-dimethyl-pyridine-2-carbaldehyde (0.171 g, 1.27 mmol) and K2CO3 (0.175 g, 1.27) in MeOH (5 mL) was stirred for 20 h. The mixture was filtered through a celite cake and the filtrate was cooled at 0° C. NaBH4 (0.048 g, 1.3 mmol) was added to the filtrate, and the mixture was stirred at for 1 h. Water (20 mL) was added and MeOH was removed. The aqueous residue was extracted wit... The reactants are C[Si](C)(C)CCOCn1cc(C#N)nc1C(=O)Nc1ccc(Br)cc1C1=CCCCC1, [Li]CCCC, C1CCOC1, CC(C)=O, CCOC(C)=O, CC(C)[Mg+], [Cl-], [Cl-], [NH4+]. The product is CC(C)(O)c1c(C#N)nc(C(=O)Nc2ccc(Br)cc2C2=CCCCC2)n1COCC[Si](C)(C)C. Reaction SMILES: [Br:1][c:2]1[cH:3][c:4]([C:26]2=[CH:27][CH2:28][CH2:29][CH2:30][CH2:31]2)[c:5]([NH:8][C:9](=[O:10])[c:11]2[n:12]([CH2:18][O:19][CH2:20][CH2:21][Si:22]([CH3:23])([CH3:24])[CH3:25])[cH:13][c:14]([C:16]#[N:17])[n:15]2)[cH:6][cH:7]1.[CH2:37]([Li:38])[CH2:39][CH2:40][CH3:41].[CH2:48]1[O:49][CH2:50][CH2:51][CH2:52]1.[CH3:42][C:43]([CH3:44])=[O:45].[CH3:53][CH2:54][O:55][C:56]([CH3:57])=[O:58].[CH:33]([Mg+:34])([CH3:35])[CH3:36].[Cl-:32].[Cl-:46].[NH4+:47]>>[Br:1][c:2]1[cH:3][c:4]([C:26]2=[CH:27][CH2:28][CH2:29][CH2:30][CH2:31]2)[c:5]([NH:8][C:9](=[O:10])[c:11]2[n:12]([CH2:18][O:19][CH2:20][CH2:21][Si:22]([CH3:23])([CH3:24])[CH3:25])[c:13]([C:43]([CH3:42])([CH3:44])[OH:45])[c:14]([C:16]#[N:17])[n:15]2)[cH:6][cH:7]1. Reactants: CCBr, O=C([O-])[O-], CC(C)=O, CCOCC, Fc1cc(Cl)ccc1-n1nn[nH]c1=S, [K+], [K+]. The product is CCSc1nnnn1-c1ccc(Cl)cc1F. RXN SMILES: [Br:15][CH2:16][CH3:17].[C:18](=[O:19])([O-:20])[O-:21].[CH3:24][C:25](=[O:26])[CH3:27].[CH3:28][CH2:29][O:30][CH2:31][CH3:32].[Cl:1][c:2]1[cH:3][c:4]([F:14])[c:5](-[n:8]2[n:9][n:10][nH:11][c:12]2=[S:13])[cH:6][cH:7]1.[K+:22].[K+:23]>>[Cl:1][c:2]1[cH:3][c:4]([F:14])[c:5](-[n:8]2[n:9][n:10][n:11][c:12]2[S:13][CH2:16][CH3:17])[cH:6][cH:7]1.